This data is from the Open Reaction Database (ORD), a public repository of structured organic reaction records. The task is: describe an organic reaction: reactants, conditions, products, and yield Starting materials: C(=O)[C@H]1N(CCC1)C(=O)OC(C)(C)C (tert-butyl (2S)-2-formylpyrrolidine-1-carboxylate), CO (Methanol), C(C)OP(OCC)(=O)CC(=O)N1CC2=C(C3=C(N=CN=C3NC3=CC(=C(C=C3)F)Cl)S2)CC1 (Diethyl(2-{4-[(3-chloro-4-fluorophenyl)amino]-5,8-dihydropyrido[4′,3′:4,5]thieno[2,3-d]pyrimidin-7(6H)-yl}-2-oxoethyl)phosphonate), [H-].[Na+] (Sodium hydride). The solvent is C1CCOC1 (THF), C1CCOC1 (THF). Reaction conditions: time 15 minute. Yields the product ClC=1C=C(C=CC1F)NC=1C2=C(N=CN1)SC1=C2CCN(C1)C(/C=C/[C@H]1N(CCC1)C(=O)OC(C)(C)C)=O (tert-Butyl (2S)-2-[(1E)-3-{4-[(3-chloro-4-fluorophenyl)amino]-5,8-dihydropyrido[4′,3′:4,5]thieno[2,3-d]pyrimidin-7(6H)-yl}-3-oxoprop-1-en-1-yl]pyrrolidine-1-carboxylate). Reaction SMILES: C(OP([CH2:9][C:10]([N:12]1[CH2:33][CH2:32][C:15]2[C:16]3[C:21]([NH:22][C:23]4[CH:28]=[CH:27][C:26]([F:29])=[C:25]([Cl:30])[CH:24]=4)=[N:20][CH:19]=[N:18][C:17]=3[S:31][C:14]=2[CH2:13]1)=[O:11])(=O)OCC)C.[H-].[Na+].[CH:36]([C@@H:38]1[CH2:42][CH2:41][CH2:40][N:39]1[C:43]([O:45][C:46]([CH3:49])([CH3:48])[CH3:47])=[O:44])=O.CO>C1COCC1>[Cl:30][C:25]1[CH:24]=[C:23]([NH:22][C:21]2[C:16]3[C:15]4[CH2:32][CH2:33][N:12]([C:10](=[O:11])/[CH:9]=[CH:36]/[C@@H:38]5[CH2:42][CH2:41][CH2:40][N:39]5[C:43]([O:45][C:46]([CH3:47])([CH3:49])[CH3:48])=[O:44])[CH2:13][C:14]=4[S:31][C:17]=3[N:18]=[CH:19][N:20]=2)[CH:28]=[CH:27][C:26]=1[F:29] |f:1.2|. Reported procedure: A solution of diethyl(2-{4-[(3-chloro-4-fluorophenyl)amino]-5,8-dihydropyrido[4′,3′:4,5]thieno[2,3-d]-pyrimidin-7(6H)-yl}-2-oxoethyl)phosphonate from Example 13A (644 mg, 1.26 mmol) in THF (2.5 mL) was cooled to −78° C. Sodium hydride (60% in mineral oil, 50 mg, 1.26 mmol) was added, and the mixture was stirred for 15 min. Subsequently, a solution of tert-butyl (2S)-2-formylpyrrolidine-1-carboxylate (250 mg, 1.26 mmol) in THF (2.5 mL) was added dropwise. The mixture was slowly warmed to rt and s... Starting materials: CCCc1c(O)c(C(C)=O)cc(Cl)c1OCCCOc1ccc2ccc(OCC(=O)OC)cc2c1C(C)=O, CO, [Na+], [OH-]. Yields the product CCCc1c(O)c(C(C)=O)cc(Cl)c1OCCCOc1ccc2ccc(OCC(=O)O)cc2c1C(C)=O. As a reaction SMILES: [CH3:1][O:2][C:3]([CH2:4][O:5][c:6]1[cH:7][c:8]2[c:9]([C:35]([CH3:36])=[O:37])[c:10]([O:16][CH2:17][CH2:18][CH2:19][O:20][c:21]3[c:22]([CH2:32][CH2:33][CH3:34])[c:23]([OH:31])[c:24]([C:28]([CH3:29])=[O:30])[cH:25][c:26]3[Cl:27])[cH:11][cH:12][c:13]2[cH:14][cH:15]1)=[O:38].[CH3:41][OH:42].[Na+:40].[OH-:39]>>[O:2]=[C:3]([CH2:4][O:5][c:6]1[cH:7][c:8]2[c:9]([C:35]([CH3:36])=[O:37])[c:10]([O:16][CH2:17][CH2:18][CH2:19][O:20][c:21]3[c:22]([CH2:32][CH2:33][CH3:34])[c:23]([OH:31])[c:24]([C:28]([CH3:29])=[O:30])[cH:25][c:26]3[Cl:27])[cH:11][cH:12][c:13]2[cH:14][cH:15]1)[OH:38]. Reactants: COCC1=NNC(=N1)N (3-(methoxymethyl)-1H-1,2,4-triazole-5-amine), C(#N)C(=CC1=CC=C(C#N)C=C1)C(C)=O (4-(2-cyano-3-oxobut-1-en-1-yl)benzonitrile), C([O-])(O)=O.[Na+] (sodium bicarbonate). The solvent is CN(C)C=O (DMF). Run at temperature 55 celsius, time 12 hour. Yields the product C(#N)C1=CC=C(C=C1)C1C(=C(NC=2N1N=C(N2)COC)C)C#N ((rac)-7-(4-Cyanophenyl)-2-(methoxymethyl)-5-methyl-4,7-dihydro[1,2,4]triazolo[1,5-a]pyrimidine-6-carbonitrile). Reaction SMILES: [CH3:1][O:2][CH2:3][C:4]1[N:8]=[C:7]([NH2:9])[NH:6][N:5]=1.[C:10]([C:12]([C:22](=O)[CH3:23])=[CH:13][C:14]1[CH:21]=[CH:20][C:17]([C:18]#[N:19])=[CH:16][CH:15]=1)#[N:11].C(=O)(O)[O-].[Na+]>CN(C=O)C>[C:18]([C:17]1[CH:20]=[CH:21][C:14]([CH:13]2[N:6]3[N:5]=[C:4]([CH2:3][O:2][CH3:1])[N:8]=[C:7]3[NH:9][C:22]([CH3:23])=[C:12]2[C:10]#[N:11])=[CH:15][CH:16]=1)#[N:19] |f:2.3|. Reported procedure: Under an atmosphere of argon, 3-(methoxymethyl)-1H-1,2,4-triazole-5-amine (244 mg, 1.9 mmol) and 4-(2-cyano-3-oxobut-1-en-1-yl)benzonitrile (300 mg, 1.5 mmol, 0.8 eq.) were dissolved in DMF (3 ml), and solid sodium bicarbonate (803 mg, 9.6 mmol, 5 eq.) was added. The mixture was stirred at 55° C. for 12 h. The mixture was then filtered, and the DMF from the filtrate was distilled off under reduced pressure. The residue was acidified with 1 N hydrochloric acid and then purified by preparative HPL... The reactants are NC1=NC(=C2NC(N(C2=N1)CCCCO)=O)Cl (2-amino-6-chloro-9-(4-hydroxybutyl)-8-oxo-7H-purine), [H-].[Na+] (NaH), C(C=C)Br (allyl bromide). Solvent: CN(C)C=O (DMF). Conditions: time 30 minute. Product: C(C=C)N1C(N(C2=NC(=NC(=C12)Cl)N)CCCCO)=O (7-allyl-2-amino-6-chloro-9-(4-hydroxybutyl)-8-oxo-7H-purine). Isolated yield 40.0%. As a reaction SMILES: [NH2:1][C:2]1[N:10]=[C:9]2[C:5]([NH:6][C:7](=[O:16])[N:8]2[CH2:11][CH2:12][CH2:13][CH2:14][OH:15])=[C:4]([Cl:17])[N:3]=1.[H-].[Na+].[CH2:20](Br)[CH:21]=[CH2:22]>CN(C=O)C>[CH2:22]([N:6]1[C:5]2[C:9](=[N:10][C:2]([NH2:1])=[N:3][C:4]=2[Cl:17])[N:8]([CH2:11][CH2:12][CH2:13][CH2:14][OH:15])[C:7]1=[O:16])[CH:21]=[CH2:20] |f:1.2|. Procedure: To a solution of 2-amino-6-chloro-9-(4-hydroxybutyl)-8-oxo-7H-purine (0.8 g, 3.1 mM) in DMF (15 mL) was added NaH (0.12 g, 60% oil dispersion, 3 mM) all at once at zero degrees C. under nitrogen and stirred for 30 minutes. To this was added allyl bromide (0.37 g, 3.1 mM) and the resulting mixture was allowed to warm to room temperature and stirred overnight. Most of solvent was removed in vacuo and the residue was purified by column chromatography on silica gel (120 g, CH2Cl2 /CH3OH/conc. NH4OH,... Starting materials: C(CCCC)[C@@H]1CC[C@H](CC1)C1=CC=C(C=C1)C1=CC=C(C=C1)C#N (4'-(trans-4-pentylcyclohexyl)-4-biphenylcarbonitrile), S(O)(O)(=O)=O (sulphuric acid), solution, [H-].C(C(C)C)[Al+]CC(C)C (diisobutylaluminium hydride). Solvent: C(Cl)Cl (methylene chloride), C1(=CC=CC=C1)C (toluene). Reaction conditions: temperature -35 celsius, time 2 hour. Product: C(CCCC)[C@@H]1CC[C@H](CC1)C1=CC=C(C=C1)C1=CC=C(C=C1)C=O (4'-(trans-4-pentylcyclohexyl)-4-biphenylcarboxaldehyde). Isolated yield 95.0%. Reaction SMILES: [CH2:1]([C@H:6]1[CH2:11][CH2:10][C@H:9]([C:12]2[CH:17]=[CH:16][C:15]([C:18]3[CH:23]=[CH:22][C:21]([C:24]#N)=[CH:20][CH:19]=3)=[CH:14][CH:13]=2)[CH2:8][CH2:7]1)[CH2:2][CH2:3][CH2:4][CH3:5].[H-].C([Al+]CC(C)C)C(C)C.S(=O)(=O)(O)[OH:37]>C(Cl)Cl.C1(C)C=CC=CC=1>[CH2:1]([C@H:6]1[CH2:11][CH2:10][C@H:9]([C:12]2[CH:17]=[CH:16][C:15]([C:18]3[CH:23]=[CH:22][C:21]([CH:24]=[O:37])=[CH:20][CH:19]=3)=[CH:14][CH:13]=2)[CH2:8][CH2:7]1)[CH2:2][CH2:3][CH2:4][CH3:5] |f:1.2|. Procedure: A solution of 10.0 g of 4'-(trans-4-pentylcyclohexyl)-4-biphenylcarbonitrile in 150 ml of methylene chloride was placed at -35° C. in a sulphonation flast while gassing with argon and treated within 8 minutes with 40 ml of an about 1.5N solution of diisobutylaluminium hydride in toluene. After completion of the addition, the mixture was stirred for 2 hours at -35° C. and then for a further 1.5 hours with gradual warming to 0° C., before it was treated cautiously with 100 ml of 1N sulphuric acid ... Reactants: ClC1=C2CCC(CC2=C(C=C1)Cl)N1CCC2(C(NCN2C2=CC=CC=C2)=O)CC1 (8-(5,8-dichloro-1,2,3,4-tetrahydro-2-naphthyl)-1-phenyl-1,3,8-triaza-spiro[4.5]decan-4-one), C(C=C)Br (allyl bromide). The product is Cl.C(C=C)N1CN(C2(C1=O)CCN(CC2)C2CC1=C(C=CC(=C1CC2)Cl)Cl)C2=CC=CC=C2 (3-Allyl-8-(5,8-dichloro-1,2,3,4-tetrahydro-2-naphthyl)-1-phenyl-1,3,8-triaza-spiro[4.5]decan-4-one hydrochloride). As a reaction SMILES: [Cl:1][C:2]1[CH:11]=[CH:10][C:9]([Cl:12])=[C:8]2[C:3]=1[CH2:4][CH2:5][CH:6]([N:13]1[CH2:29][CH2:28][C:16]3([N:20]([C:21]4[CH:26]=[CH:25][CH:24]=[CH:23][CH:22]=4)[CH2:19][NH:18][C:17]3=[O:27])[CH2:15][CH2:14]1)[CH2:7]2.[CH2:30](Br)[CH:31]=[CH2:32]>>[ClH:1].[CH2:32]([N:18]1[C:17](=[O:27])[C:16]2([CH2:28][CH2:29][N:13]([CH:6]3[CH2:5][CH2:4][C:3]4[C:8](=[C:9]([Cl:12])[CH:10]=[CH:11][C:2]=4[Cl:1])[CH2:7]3)[CH2:14][CH2:15]2)[N:20]([C:21]2[CH:26]=[CH:25][CH:24]=[CH:23][CH:22]=2)[CH2:19]1)[CH:31]=[CH2:30] |f:2.3|. Reported procedure: The title compound, m.p.>250° C. and MS: m/e=470.4, 472.4 (M+H+) was prepared in accordance with the general method of example 4 from 8-(5,8-dichloro-1,2,3,4-tetrahydro-2-naphthyl)-1-phenyl-1,3,8-triaza-spiro[4.5]decan-4-one and allyl bromide.